From a dataset of the Open Reaction Database (ORD), a public repository of structured organic reaction records. describe an organic reaction: reactants, conditions, products, and yield Starting materials: C(C#CC)OC1=CC(=NC=N1)C(C1=CC=CC=C1)=O (6-(2-butynyloxy)-4-benzoylpyrimidine), Cl.C(C)(C)ON (O-isopropylhydroxylamine hydrochloride), Cl (hydrochloric acid). Solvent: N1=CC=CC=C1 (pyridine). Reaction conditions: time 3 hour. Yields the product C(C)(C)ON=C(C1=NC=NC(=C1)OCC#CC)C1=CC=CC=C1 ((6-(2-butynyloxy)-4-pyrimidyl)phenylketone O-isopropyloxime). As a reaction SMILES: [CH2:1]([O:5][C:6]1[N:11]=[CH:10][N:9]=[C:8]([C:12](=O)[C:13]2[CH:18]=[CH:17][CH:16]=[CH:15][CH:14]=2)[CH:7]=1)[C:2]#[C:3][CH3:4].Cl.[CH:21]([O:24][NH2:25])([CH3:23])[CH3:22].Cl>N1C=CC=CC=1>[CH:21]([O:24][N:25]=[C:12]([C:13]1[CH:18]=[CH:17][CH:16]=[CH:15][CH:14]=1)[C:8]1[CH:7]=[C:6]([O:5][CH2:1][C:2]#[C:3][CH3:4])[N:11]=[CH:10][N:9]=1)([CH3:23])[CH3:22] |f:1.2|. Reported procedure: In 3 ml of pyridine were added 0.3 g of 6-(2-butynyloxy)-4-benzoylpyrimidine and 0.20 g of O-isopropylhydroxylamine hydrochloride, followed by stirring at room temperature for 3 hours. The reaction mixture was then poured into 10% hydrochloric acid and extracted three times with ethyl acetate. The organic layers were combined and washed with a saturated aqueous sodium chloride solution, and the combined organic layer was dried over anhydrous magnesium sulfate and then concentrated. The residue w...